This data is from the Open Reaction Database (ORD), a public repository of structured organic reaction records. The task is: describe an organic reaction: reactants, conditions, products, and yield Starting materials: BrC=1C=C(C(=O)OC)C=CC1C (methyl 3-bromo-4-methylbenzoate), [Cu]C#N (copper (I) cyanide). Solvent: CCOC(=O)C (EtOAc), CN(C)C=O (DMF), CN(C)C=O (DMF). Conditions: temperature 140 celsius, time 12 hour. Product: C(#N)C=1C=C(C(=O)OC)C=CC1C (methyl 3-cyano-4-methylbenzoate). Yield: 61.2%. Reaction SMILES: [Cu][C:2]#[N:3].Br[C:5]1[CH:6]=[C:7]([CH:12]=[CH:13][C:14]=1[CH3:15])[C:8]([O:10][CH3:11])=[O:9]>CN(C=O)C.CCOC(C)=O>[C:2]([C:5]1[CH:6]=[C:7]([CH:12]=[CH:13][C:14]=1[CH3:15])[C:8]([O:10][CH3:11])=[O:9])#[N:3]. Procedure: A mixture of copper (I) cyanide (510 mg, 5.69 mmol) and DMF (16 mL) was heated to 140° C. The reaction was added methyl 3-bromo-4-methylbenzoate (505 mg, 2.2 mmol) in DMF (10 mL) and heating was continued for 12 h. The reaction was cooled, diluted with EtOAc (125 mL) and washed with H2O (5×25 mL). The EtOAc layer was dried over MgSO4 and concentrated. The residue was chromatographed (40 g silica, 10% EtOAc/hexanes) to give the title compound as a solid (236 mg, 61%); IR(CHCl3): 1128, 1269, 1300,... The reactants are O(C1=CC=CC=C1)C1=CC=C(C=C1)O (4-phenoxyphenol), ClC=1C=CC(=C(C1)N(C(OC(C)(C)C)=O)C)[N+](=O)[O-] (t-butyl N-(5-chloro-2-nitrophenyl)-N-methylcarbamate), [H-].[Na+] (sodium hydride). Run in CN(C=O)C (N,N-dimethylformamide). The product is CN(C(OC(C)(C)C)=O)C1=C(C=CC(=C1)OC1=CC=C(C=C1)OC1=CC=CC=C1)[N+](=O)[O-] (t-Butyl N-methyl-N-[2-nitro-5-(4-phenoxyphenoxy)phenyl]carbamate). Yield: 97.4%. RXN SMILES: [O:1]([C:8]1[CH:13]=[CH:12][C:11]([OH:14])=[CH:10][CH:9]=1)[C:2]1[CH:7]=[CH:6][CH:5]=[CH:4][CH:3]=1.Cl[C:16]1[CH:17]=[CH:18][C:19]([N+:31]([O-:33])=[O:32])=[C:20]([N:22]([CH3:30])[C:23](=[O:29])[O:24][C:25]([CH3:28])([CH3:27])[CH3:26])[CH:21]=1.[H-].[Na+]>CN(C)C=O>[CH3:30][N:22]([C:20]1[CH:21]=[C:16]([O:14][C:11]2[CH:10]=[CH:9][C:8]([O:1][C:2]3[CH:7]=[CH:6][CH:5]=[CH:4][CH:3]=3)=[CH:13][CH:12]=2)[CH:17]=[CH:18][C:19]=1[N+:31]([O-:33])=[O:32])[C:23](=[O:29])[O:24][C:25]([CH3:28])([CH3:27])[CH3:26] |f:2.3|. Procedure: In a similar manner to that described in Reference Example 6, a reaction was carried out using 4-phenoxyphenol (4.0 g), t-butyl N-(5-chloro-2-nitrophenyl)-N-methylcarbamate (5.8 g), sodium hydride (55 wt. %, 1.1 g) and anhydrous N,N-dimethylformamide (35 ml) and the reaction mixture was purified to give the title compound (8.6 g). The reactants are CC(C)(C)[Si](C)(C)OC1CCN(CC#CCBr)C1=O, C1CCOC1, c1c[nH]cn1. Yields the product CC(C)(C)[Si](C)(C)OC1CCN(CC#CCn2ccnc2)C1=O. RXN SMILES: [Br:1][CH2:2][C:3]#[C:4][CH2:5][N:6]1[C:7](=[O:19])[CH:8]([O:11][Si:12]([CH3:13])([CH3:14])[C:15]([CH3:16])([CH3:17])[CH3:18])[CH2:9][CH2:10]1.[O:25]1[CH2:26][CH2:27][CH2:28][CH2:29]1.[nH:20]1[cH:21][n:22][cH:23][cH:24]1>>[CH2:2]([C:3]#[C:4][CH2:5][N:6]1[C:7](=[O:19])[CH:8]([O:11][Si:12]([CH3:13])([CH3:14])[C:15]([CH3:16])([CH3:17])[CH3:18])[CH2:9][CH2:10]1)[n:20]1[cH:21][n:22][cH:23][cH:24]1. The reactants are CC(=O)N1CCN(c2cc(Cl)ccc2C(=O)N2CCN(c3ncc(C4CC4)cc3C)CC2)C1=O, CC1COC(=O)N1. Product: CC(=O)N1CCN(c2cc(N3C(=O)OCC3C)ccc2C(=O)N2CCN(c3ncc(C4CC4)cc3C)CC2)C1=O. Reaction SMILES: [C:1]([CH3:2])(=[O:3])[N:4]1[C:5](=[O:34])[N:6]([c:9]2[c:10]([C:16](=[O:17])[N:18]3[CH2:19][CH2:20][N:21]([c:24]4[n:25][cH:26][c:27]([CH:31]5[CH2:32][CH2:33]5)[cH:28][c:29]4[CH3:30])[CH2:22][CH2:23]3)[cH:11][cH:12][c:13]([Cl:15])[cH:14]2)[CH2:7][CH2:8]1.[CH3:35][CH:36]1[NH:37][C:38](=[O:41])[O:39][CH2:40]1>>[C:1]([CH3:2])(=[O:3])[N:4]1[C:5](=[O:34])[N:6]([c:9]2[c:10]([C:16](=[O:17])[N:18]3[CH2:19][CH2:20][N:21]([c:24]4[n:25][cH:26][c:27]([CH:31]5[CH2:32][CH2:33]5)[cH:28][c:29]4[CH3:30])[CH2:22][CH2:23]3)[cH:11][cH:12][c:13]([N:37]3[CH:36]([CH3:35])[CH2:40][O:39][C:38]3=[O:41])[cH:14]2)[CH2:7][CH2:8]1. The reactants are C(C)(C)(C)OC(=O)N1C=NC=C1C[C@@H](C(=O)N[C@H]([C@H](C[C@H](C=C)C(C)C)O)CC1CCCCC1)N(C(=O)C(=O)OC(C)(C)C)C ((S)-3-(t-butoxycarbonyl)-α-[1-(t-butoxycarbonyl)-N-methylformamido]-N-[(1S,2S,4S)-1-(cyclohexylmethyl)-2-hydroxy-4-isopropyl-5-hexenyl]imidazole-4-propionamide), CCOCC (ether). Run in Cl (hydrogen chloride), O1CCOCC1 (dioxan). Run at time 5 hour. The product is CN(C=O)[C@H](C(=O)N[C@H]([C@H](C[C@H](C=C)C(C)C)O)CC1CCCCC1)CC=1N=CNC1 ((S)-α-(N-methylformamido)-N-[(1S,2S,4S)-1-(cyclohexyl-methyl)-2-hydroxy-4-isopropyl-5-hexenyl)imidazole-4-propion-amide). Isolated yield 59.2%. Reaction SMILES: C(OC([N:8]1[C:12]([CH2:13][C@H:14]([N:35]([CH3:45])[C:36](C(OC(C)(C)C)=O)=[O:37])[C:15]([NH:17][C@@H:18]([CH2:28][CH:29]2[CH2:34][CH2:33][CH2:32][CH2:31][CH2:30]2)[C@@H:19]([OH:27])[CH2:20][C@@H:21]([CH:24]([CH3:26])[CH3:25])[CH:22]=[CH2:23])=[O:16])=[CH:11][N:10]=[CH:9]1)=O)(C)(C)C.CCOCC>Cl.O1CCOCC1>[CH3:45][N:35]([C@@H:14]([CH2:13][C:12]1[N:8]=[CH:9][NH:10][CH:11]=1)[C:15]([NH:17][C@@H:18]([CH2:28][CH:29]1[CH2:34][CH2:33][CH2:32][CH2:31][CH2:30]1)[C@@H:19]([OH:27])[CH2:20][C@@H:21]([CH:24]([CH3:25])[CH3:26])[CH:22]=[CH2:23])=[O:16])[CH:36]=[O:37]. Procedure details: 2.1 g of (S)-3-(t-butoxycarbonyl)-α-[1-(t-butoxycarbonyl)-N-methylformamido]-N-[(1S,2S,4S)-1-(cyclohexylmethyl)-2-hydroxy-4-isopropyl-5-hexenyl]imidazole-4-propionamide were dissolved in 30 ml of 3N hydrogen chloride in dioxan and the mixture was left to stand at room temperature for 5 hours. 500 ml of ether were added and the precipitate formed was filtered off. The precipitate was washed with ether and dissolved in water. Solid sodium bicarbonate was added to the aqueous solution and the mixtu...